From a dataset of the Open Reaction Database (ORD), a public repository of structured organic reaction records. describe an organic reaction: reactants, conditions, products, and yield Reactants: Cl (hydrochloric acid), ClC1=C(C(=O)O)C=C(C=C1Cl)[N+](=O)[O-] (2,3-dichloro-5-nitrobenzoic acid), solution, O (water), O (water). The solvent is O1CCCC1 (tetrahydrofuran), C(C)(=O)OCC (ethyl acetate), O1CCCC1 (tetrahydrofuran). Run at time 20 hour. Product: ClC1=C(C=C(C=C1Cl)[N+](=O)[O-])CO (2,3-dichloro-5-nitrophenylmethanol). Isolated yield 80.6%. As a reaction SMILES: [Cl:1][C:2]1[C:10]([Cl:11])=[CH:9][C:8]([N+:12]([O-:14])=[O:13])=[CH:7][C:3]=1[C:4](O)=[O:5].O.Cl>O1CCCC1.C(OCC)(=O)C>[Cl:1][C:2]1[C:10]([Cl:11])=[CH:9][C:8]([N+:12]([O-:14])=[O:13])=[CH:7][C:3]=1[CH2:4][OH:5]. Procedure: In a flask under a nitrogen atmosphere, 81.60 grams (0.346 mole) of 2,3-dichloro-5-nitrobenzoic acid was dissolved in 325 mL of tetrahydrofuran, and this solution was cooled to below 10° C. To this solution was slowly added 400 mL (0.400 mole) of a 1.0M solution of borane-tetrahydrofuran complex in tetrahydrofuran. Upon completion of addition, the temperature of the reaction mixture was allowed to rise to ambient conditions, at which it was stirred for about 20 hours. At the conclusion of this p... The reactants are ClC=1C=C2CCC(C2=C(C1)Cl)N (5,7-dichloro-2,3-dihydro-1H-inden-1-amine), ClC=1C=C2CCC(C2=CC1)=O (5-chloro-1-indanone). Product: ClC=1C=C2CCC(C2=CC1)N (5-chloro-2,3-dihydro-1H-inden-1-amine). As a reaction SMILES: [Cl:1][C:2]1[CH:3]=[C:4]2[C:8](=[C:9](Cl)[CH:10]=1)[CH:7]([NH2:12])[CH2:6][CH2:5]2.ClC1C=C2C(=CC=1)C(=O)CC2>>[Cl:1][C:2]1[CH:3]=[C:4]2[C:8](=[CH:9][CH:10]=1)[CH:7]([NH2:12])[CH2:6][CH2:5]2. Reported procedure: This compound was prepared using a method analogous to that of 5,7-dichloro-2,3-dihydro-1H-inden-1-amine (A.2.13), 5-chloro-1-indanone replacing 5,7-dichloro-1-indanone. Starting materials: Br.ClC=1C=C(C=CC1)N1N=C(N=N1)CP(C1=CC=CC=C1)(C1=CC=CC=C1)C1=CC=CC=C1 (2-(3-chloro-phenyl)-5-[(triphenyl-λ5-phosphanyl)-methyl]-2H-tetrazole hydrobromide), O (water), C(C)N1C(=NN=C1C1=CC=NC=C1)C=O (4-Ethyl-5-pyridin-4-yl-4H-[1,2,4]triazole-3-carbaldehyde), C1CCC2=NCCCN2CC1 (DBU). The solvent is CN(C=O)C (dimethylformamide), CN(C=O)C (dimethylformamide). Conditions: time 2 hour. Product: ClC=1C=C(C=CC1)N1N=C(N=N1)C=CC=1N(C(=NN1)C1=CC=NC=C1)CC (4-(5-[2-[2-(3-chloro-phenyl)-2H-tetrazol-5-yl]-vinyl}-4-ethyl-4H-[1,2,4]triazol-3-yl)-pyridine). Reaction SMILES: [CH2:1]([N:3]1[C:7]([C:8]2[CH:13]=[CH:12][N:11]=[CH:10][CH:9]=2)=[N:6][N:5]=[C:4]1[CH:14]=O)[CH3:2].Br.[Cl:17][C:18]1[CH:19]=[C:20]([N:24]2[N:28]=[N:27][C:26]([CH2:29]P(C3C=CC=CC=3)(C3C=CC=CC=3)C3C=CC=CC=3)=[N:25]2)[CH:21]=[CH:22][CH:23]=1.C1CCN2C(=NCCC2)CC1.O>CN(C)C=O>[Cl:17][C:18]1[CH:19]=[C:20]([N:24]2[N:28]=[N:27][C:26]([CH:29]=[CH:14][C:4]3[N:3]([CH2:1][CH3:2])[C:7]([C:8]4[CH:13]=[CH:12][N:11]=[CH:10][CH:9]=4)=[N:6][N:5]=3)=[N:25]2)[CH:21]=[CH:22][CH:23]=1 |f:1.2|. Procedure: 4-Ethyl-5-pyridin-4-yl-4H-[1,2,4]triazole-3-carbaldehyde (56.4 mg, 0.279 mmol) was dissolved in dimethylformamide (2 mL) and added to a vial containing 2-(3-chloro-phenyl)-5-[(triphenyl-λ5-phosphanyl)-methyl]-2H-tetrazole hydrobromide (165.1 mg, 0.307 mmol) dissolved in dimethylformamide (2 mL). After addition of DBU (84.9 mg, 0.558 mmol), the vial was capped and the reaction was allowed to stir at room temperature for two hours. It was then heated at 80° C. for 1.5 hours. After cooling, water w... Starting materials: CC=1C=CC(=CC1NC=2N=CC=C(N2)C=3C=CC=NC3)NC(=O)C=4C=CC(=CC4)CN5CCN(CC5)C (imatinib), C(C)(C)O (isopropanol), C(C)(C)O (isopropanol), CS(=O)(=O)O (methanesulfonic acid). The solvent is O (water). Yields the product CC=1C=CC(=CC1NC=2N=CC=C(N2)C=3C=CC=NC3)NC(=O)C=4C=CC(=CC4)CN5CCN(CC5)C.CS(=O)(=O)O (imatinib mesylate). As a reaction SMILES: C(O)(C)C.[CH3:5][C:6]1[CH:7]=[CH:8][C:9]([NH:25][C:26]([C:28]2[CH:29]=[CH:30][C:31]([CH2:34][N:35]3[CH2:40][CH2:39][N:38]([CH3:41])[CH2:37][CH2:36]3)=[CH:32][CH:33]=2)=[O:27])=[CH:10][C:11]=1[NH:12][C:13]1[N:14]=[CH:15][CH:16]=[C:17]([C:19]2[CH:20]=[CH:21][CH:22]=[N:23][CH:24]=2)[N:18]=1.[CH3:42][S:43]([OH:46])(=[O:45])=[O:44]>O>[CH3:5][C:6]1[CH:7]=[CH:8][C:9]([NH:25][C:26]([C:28]2[CH:33]=[CH:32][C:31]([CH2:34][N:35]3[CH2:36][CH2:37][N:38]([CH3:41])[CH2:39][CH2:40]3)=[CH:30][CH:29]=2)=[O:27])=[CH:10][C:11]=1[NH:12][C:13]1[N:14]=[CH:15][CH:16]=[C:17]([C:19]2[CH:20]=[CH:21][CH:22]=[N:23][CH:24]=2)[N:18]=1.[CH3:42][S:43]([OH:46])(=[O:45])=[O:44] |f:4.5|. Procedure details: The solution of imatinib mesylate and isopropanol is prepared by a process comprising: providing a suspension of imatinib base and isopropanol containing up to 7% by weight of water; admixing the suspension with cooled methanesulfonic acid; and maintaining the mixture at the cooled temperature to obtain a solution of imatinib mesylate. Preferably, the suspension of imatinib base is prepared by suspending imatinib base in isopropanol containing up to 7% by weight of water at a temperature of abou... Starting materials: CC2(C)OB(c1ccccc1)OC2(C)C (effective_coupling_partner), COc2ccc(Oc1nc(OC)nc(OC)n1)cc2 (substrate). The reagents and catalysts are dppf. Run at temperature 110 celsius, time 24 hour. The product is COc2ccc(c1ccccc1)cc2. Starting materials: Cn1cccc1C(=O)O, C1CCC(NC2CCCCC2)CC1, ClCCl, O=S(Cl)Cl. The product is Cn1cccc1C(=O)O, [Cl-]. As a reaction SMILES: [CH3:1][n:2]1[c:3]([C:7](=[O:8])[OH:9])[cH:4][cH:5][cH:6]1.[CH:10]1([NH:11][CH:12]2[CH2:13][CH2:14][CH2:15][CH2:16][CH2:17]2)[CH2:18][CH2:19][CH2:20][CH2:21][CH2:22]1.[Cl:27][CH2:28][Cl:29].[S:23]([Cl:24])([Cl:25])=[O:26]>>[CH3:1][n:2]1[c:3]([C:7](=[O:8])[OH:9])[cH:4][cH:5][cH:6]1.[Cl-:25].